Dataset: the Open Reaction Database (ORD), a public repository of structured organic reaction records. Task: describe an organic reaction: reactants, conditions, products, and yield Reactants: C(Cl)Cl (methylene chloride), NC=1C=CC2=C(C(=NCC(N2C)=O)C2=C(C=CC=C2)F)C1 (7-amino-5-(o-fluorophenyl)-1,3-dihydro-1-methyl-2H-1,4-benzodiazepin-2-one), ClN1C(CCC1=O)=O (N-chlorosuccinimide), C(Cl)Cl (methylene chloride), ClN1C(CCC1=O)=O (N-chlorosuccinimide). Conditions: time 1 hour. The product is NC=1C(=CC2=C(C(=NCC(N2C)=O)C2=C(C=CC=C2)F)C1Cl)Cl (7-amino-6,8-dichloro-5-(o-fluorophenyl)-1,3-dihydro-1-methyl-2H-1,4-benzodiazepin-2-one). As a reaction SMILES: [NH2:1][C:2]1C=[CH:4][C:5]2[N:11]([CH3:12])[C:10](=[O:13])[CH2:9][N:8]=[C:7]([C:14]3[CH:19]=[CH:18][CH:17]=[CH:16][C:15]=3[F:20])[C:6]=2[CH:21]=1.[Cl:22]N1C(=O)CCC1=O.[CH2:30]([Cl:32])Cl>>[NH2:1][C:2]1[C:30]([Cl:32])=[CH:4][C:5]2[N:11]([CH3:12])[C:10](=[O:13])[CH2:9][N:8]=[C:7]([C:14]3[CH:19]=[CH:18][CH:17]=[CH:16][C:15]=3[F:20])[C:6]=2[C:21]=1[Cl:22]. Procedure details: A solution of 50 g (0.175 mol) of 7-amino-5-(o-fluorophenyl)-1,3-dihydro-1-methyl-2H-1,4-benzodiazepin-2-one in 700 ml of methylene chloride is treated at room temperature with 27 g of N-chlorosuccinimide and the mixture is stirred for 1 hour. Subsequently, a further 27 g of N-chlorosuccinimide are added and the mixture obtained is stirred at room temperature for 17 hours. The mixture is diluted with methylene chloride, the organic phase is washed with 2 N sodium carbonate solution, dried and ev... The reactants are CCOC(=O)C1CCc2c(cnc3c2cnn3Cc2ccc(OC)cc2)C1, CO, [Li+], C1CCOC1, [OH-], O. The product is COc1ccc(Cn2ncc3c4c(cnc32)CC(C(=O)O)CC4)cc1. As a reaction SMILES: [CH3:1][O:2][c:3]1[cH:4][cH:5][c:6]([CH2:7][n:8]2[n:9][cH:10][c:11]3[c:12]2[n:13][cH:14][c:15]2[c:20]3[CH2:19][CH2:18][CH:17]([C:21](=[O:22])[O:23][CH2:24][CH3:25])[CH2:16]2)[cH:26][cH:27]1.[CH3:35][OH:36].[Li+:28].[O:30]1[CH2:31][CH2:32][CH2:33][CH2:34]1.[OH-:29].[OH2:37]>>[CH3:1][O:2][c:3]1[cH:4][cH:5][c:6]([CH2:7][n:8]2[n:9][cH:10][c:11]3[c:12]2[n:13][cH:14][c:15]2[c:20]3[CH2:19][CH2:18][CH:17]([C:21](=[O:22])[OH:23])[CH2:16]2)[cH:26][cH:27]1. The reactants are ClC1=NC(=CC=C1CN1C(C=2C(C1=O)=CC=CC2)=O)Cl (N-(2,6-dichloro-3-pyridylmethyl)phthalimide), NN.O (H2NNH2.H2O). Run in CCO (EtOH), CN(C)C=O (DMF). Product: ClC1=NC(=CC=C1CN)Cl (2,6-Dichloro-3-pyridylmethylamine). The yield is 81.9%. As a reaction SMILES: [Cl:1][C:2]1[C:7]([CH2:8][N:9]2C(=O)C3=CC=CC=C3C2=O)=[CH:6][CH:5]=[C:4]([Cl:20])[N:3]=1.NN.O>CCO.CN(C=O)C>[Cl:1][C:2]1[C:7]([CH2:8][NH2:9])=[CH:6][CH:5]=[C:4]([Cl:20])[N:3]=1 |f:1.2|. Procedure details: In a mixture of 50 ml EtOH and 20 ml DMF was dissolved 3.1 g (0.01 mole) of N-(2,6-dichloro-3-pyridylmethyl)phthalimide under heating, followed by addition of 0.75 g (0.015 mole) of H2NNH2.H2O under reflux. After 1 hour of refluxing, EtOH and DMF were distilled off. To the residue were added 10 ml of concentrated hydrochloric acid and 5 ml of water, and the mixture was refluxed for 30 minutes. The resulting crystals were filtered off and the filtrate was neutralized with NaHCO3 and extracted wit... Reactants: CC(=O)SC1CC(=O)N1C(O)C(=O)OCc1ccc([N+](=O)[O-])cc1, CN(C)C=O, O=C(Cl)C(=O)Cl. Yields the product CC(=O)SC1CC(=O)N1C(Cl)C(=O)OCc1ccc([N+](=O)[O-])cc1. As a reaction SMILES: [C:1]([CH3:2])(=[O:3])[S:4][CH:5]1[CH2:6][C:7](=[O:24])[N:8]1[CH:9]([C:10](=[O:11])[O:12][CH2:13][c:14]1[cH:15][cH:16][c:17]([N+:20](=[O:21])[O-:22])[cH:18][cH:19]1)[OH:23].[CH3:25][N:26]([CH3:27])[CH:28]=[O:29].[Cl:30][C:31]([C:32]([Cl:33])=[O:34])=[O:35]>>[C:1]([CH3:2])(=[O:3])[S:4][CH:5]1[CH2:6][C:7](=[O:24])[N:8]1[CH:9]([C:10](=[O:11])[O:12][CH2:13][c:14]1[cH:15][cH:16][c:17]([N+:20](=[O:21])[O-:22])[cH:18][cH:19]1)[Cl:30]. Starting materials: C(C)(=O)C1=C(C(=C(OCCCCCCCC(=O)O)C=C1)CCC)O (8-(4-Acetyl-3-hydroxy-2-propylphenoxy)octanoic acid), N1=CC(=CC=C1)CCCCN (3-pyridine butanamine). Yields the product C(C)(=O)C1=C(C(=C(OCCCCCCCC(=O)NCCCCC=2C=NC=CC2)C=C1)CCC)O (8-(4-acetyl-3-hydroxy-2-propylphenoxy)-N-[4-(3-pyridinyl)butyl]octanamide). Reaction SMILES: [C:1]([C:4]1[CH:20]=[CH:19][C:7]([O:8][CH2:9][CH2:10][CH2:11][CH2:12][CH2:13][CH2:14][CH2:15][C:16]([OH:18])=O)=[C:6]([CH2:21][CH2:22][CH3:23])[C:5]=1[OH:24])(=[O:3])[CH3:2].[N:25]1[CH:30]=[CH:29][CH:28]=[C:27]([CH2:31][CH2:32][CH2:33][CH2:34][NH2:35])[CH:26]=1>>[C:1]([C:4]1[CH:20]=[CH:19][C:7]([O:8][CH2:9][CH2:10][CH2:11][CH2:12][CH2:13][CH2:14][CH2:15][C:16]([NH:35][CH2:34][CH2:33][CH2:32][CH2:31][C:27]2[CH:26]=[N:25][CH:30]=[CH:29][CH:28]=2)=[O:18])=[C:6]([CH2:21][CH2:22][CH3:23])[C:5]=1[OH:24])(=[O:3])[CH3:2]. Procedure details: 8-(4-Acetyl-3-hydroxy-2-propylphenoxy)octanoic acid was allowed to react with 3-pyridine butanamine according to procedure A and the product was purified by high performance liquid chromatography (HPLC) to give 8-(4-acetyl-3-hydroxy-2-propylphenoxy)-N-[4-(3-pyridinyl)butyl]octanamide, the title compound, mp 48°-51° (from ether-hexane) in 83% yield. The reactants are FC1=CC=C(C=C1)C1=CC=C(O1)C(=O)O (5-(4-Fluoro-phenyl)-furan-2-carboxylic acid), C(C)OC(CCC1=CC(=CC=C1)N)=O (3-(3-Amino-phenyl)-propionic acid ethyl ester). Solvent: CCOC(=O)C (EtOAc). Reported procedure: Carboxylic acid (76) (53 mg, 0.26 mmol) was coupled to aniline (124) (50 mg, 0.26 mmol) using Method C. During this reaction, hydrolysis occurred. The acid was re-dissolved in EtOAc (2 ml) and the organic layer was washed with 1M HCl (2×1 ml), dried (Na2SO4), filtered and the solvent removed in vacuo. The solid was recrystallised from a hot 10% EtOH in H2O mixture to give the title compound. RXN SMILES: [F:1][C:2]1[CH:7]=[CH:6][C:5]([C:8]2[O:12][C:11]([C:13]([OH:15])=O)=[CH:10][CH:9]=2)=[CH:4][CH:3]=1.C([O:18][C:19](=[O:29])[CH2:20][CH2:21][C:22]1[CH:27]=[CH:26][CH:25]=[C:24]([NH2:28])[CH:23]=1)C>CCOC(C)=O>[F:1][C:2]1[CH:3]=[CH:4][C:5]([C:8]2[O:12][C:11]([C:13]([NH:28][C:24]3[CH:23]=[C:22]([CH2:21][CH2:20][C:19]([OH:29])=[O:18])[CH:27]=[CH:26][CH:25]=3)=[O:15])=[CH:10][CH:9]=2)=[CH:6][CH:7]=1. Yields the product FC1=CC=C(C=C1)C1=CC=C(O1)C(=O)NC=1C=C(C=CC1)CCC(=O)O (3-(3-{[5-(4-Fluoro-phenyl)-furan-2-carbonyl]-amino}-phenyl)-propionic acid). Product: C(=O)C=1C=C2C(CC(=NC2=CC1)C)=O (6-formyl-2-methyl-4-quinolone). Run in C(=O)O (formic acid). Reactants: C(#N)C=1C=C2C(CC(=NC2=CC1)C)=O (6-cyano-2methyl-4-quinolone), C([O-])(O)=O.[Na+] (sodium bicarbonate), 11347h, C(#N)C=1C=C2C(=CC(=NC2=CC1)C)O (6-cyano-4-hydroxyquinaldine). Reaction SMILES: [C:1]([C:3]1[CH:4]=[C:5]2[C:10](=[CH:11][CH:12]=1)[N:9]=[C:8]([CH3:13])[CH2:7][C:6]2=[O:14])#N.C(C1C=C2C(=CC=1)N=C(C)C=C2[OH:28])#N.C(=O)(O)[O-].[Na+]>[Ni].C(O)=O>[CH:1]([C:3]1[CH:4]=[C:5]2[C:10](=[CH:11][CH:12]=1)[N:9]=[C:8]([CH3:13])[CH2:7][C:6]2=[O:14])=[O:28] |f:2.3|. Procedure details: A mixture of 6-cyano-2methyl-4-quinolone (9.2 g, Chem. Abs., 51, 11347h; known therein as 6-cyano-4-hydroxyquinaldine), Raney nickel (10 g) and 75% formic acid (150 ml ) was heated at reflux for 3 hours. The mixture was cooled, neutralised with a saturated aqueous solution of sodium bicarbonate and filtered. The solid residue was washed with warm methanol (3×50 ml). The combined filtrates were extracted with ethyl acetate (3×50 ml). The combined extracts were washed with water (100 ml), dried ov... The reagents and catalysts are [Ni] (Raney nickel).